This data is from the Open Reaction Database (ORD), a public repository of structured organic reaction records. The task is: describe an organic reaction: reactants, conditions, products, and yield Reactants: CN(CC(CC=O)c1ccc(Cl)c(Cl)c1)C(=O)OC(C)(C)C, Cl, Cl, Cl, Cl, CN(CC(CC=O)c1ccc(F)cc1)C(=O)OC(C)(C)C, C1CN(C2CNC2)CCS1, FC1CCN(C2CNC2)CC1. The product is CN(CC(CCN1CC(N2CCC(F)CC2)C1)c1ccc(Cl)c(Cl)c1)C(=O)OC(C)(C)C. RXN SMILES: [Cl:14][c:15]1[cH:16][c:17]([CH:22]([CH2:23][N:24]([C:25]([O:26][C:27]([CH3:28])([CH3:29])[CH3:30])=[O:31])[CH3:32])[CH2:33][CH:34]=[O:35])[cH:18][cH:19][c:20]1[Cl:21].[ClH:1].[ClH:2].[ClH:36].[ClH:37].[F:48][c:49]1[cH:50][cH:51][c:52]([CH:53]([CH2:54][CH:55]=[O:56])[CH2:57][N:58]([CH3:59])[C:60](=[O:61])[O:62][C:63]([CH3:64])([CH3:65])[CH3:66])[cH:67][cH:68]1.[NH:38]1[CH2:39][CH:40]([N:41]2[CH2:42][CH2:43][S:44][CH2:45][CH2:46]2)[CH2:47]1.[NH:3]1[CH2:4][CH:5]([N:7]2[CH2:8][CH2:9][CH:10]([F:13])[CH2:11][CH2:12]2)[CH2:6]1>>[N:3]1([CH2:34][CH2:33][CH:22]([c:17]2[cH:16][c:15]([Cl:14])[c:20]([Cl:21])[cH:19][cH:18]2)[CH2:23][N:24]([C:25]([O:26][C:27]([CH3:28])([CH3:29])[CH3:30])=[O:31])[CH3:32])[CH2:4][CH:5]([N:7]2[CH2:8][CH2:9][CH:10]([F:13])[CH2:11][CH2:12]2)[CH2:6]1. Yield: 88.5%. Reagents/catalysts: [Cu]Br (copper(I) bromide). Reaction conditions: time 4 hour. Yields the product C(C)(C)(C)P(C1=C(C=CC=C1)C1=CC=CC=C1)C(C)(C)C (di-tert-butyl(2-phenylphenyl)phosphine). Starting materials: C(C)(C)(C)P(C(C)(C)C)Cl (di-tert-butylphosphinous chloride), C(C)(C)(C)P(C(C)(C)C)Cl (di-tert-butylphosphinous chloride), Grignard reagent, BrC1=C(C=CC=C1)C1=CC=CC=C1 (2-bromobiphenyl), [Mg] (magnesium), S(O)(O)(=O)=O (sulfuric acid). Solvent: O1CCCC1 (tetrahydrofuran), O1CCCC1 (tetrahydrofuran), C1(=CC=CC=C1)C (toluene). As a reaction SMILES: [C:1]([P:5](Cl)[C:6]([CH3:9])([CH3:8])[CH3:7])([CH3:4])([CH3:3])[CH3:2].Br[C:12]1[CH:17]=[CH:16][CH:15]=[CH:14][C:13]=1[C:18]1[CH:23]=[CH:22][CH:21]=[CH:20][CH:19]=1.[Mg].S(=O)(=O)(O)O>O1CCCC1.[Cu]Br.C1(C)C=CC=CC=1>[C:1]([P:5]([C:6]([CH3:9])([CH3:8])[CH3:7])[C:23]1[CH:22]=[CH:21][CH:20]=[CH:19][C:18]=1[C:13]1[CH:12]=[CH:17][CH:16]=[CH:15][CH:14]=1)([CH3:4])([CH3:3])[CH3:2]. Reported procedure: In a 500 ml four-necked flask thoroughly purged with nitrogen, 9.0 g (0.05 mol) of di-tert-butylphosphinous chloride, 0.07 g (0.0005 mol (corresponding to 1% by mol)) of copper(I) bromide and 50 ml of tetrahydrofuran were placed. To the contents of the flask, a Grignard reagent solution previously prepared from 14.0 g (0.060 mol) of 2-bromobiphenyl and 1.7 g (0.072 mol) of metallic magnesium in 100 ml of tetrahydrofuran was dropwise added over a period of 1 hour with maintaining the temperature ... The reactants are BrC1=NN(C(=C1[N+](=O)[O-])Br)CC (3,5-dibromo-1-ethyl-4-nitropyrazole), C(C1=CC=CC=C1)N (benzylamine), O (water). Product: C(C1=CC=CC=C1)NC1=C(C(=NN1CC)Br)[N+](=O)[O-] (5-benzylamino-3-bromo-1-ethyl-4-nitropyrazole). Yield: 76.0%. As a reaction SMILES: [Br:1][C:2]1[C:6]([N+:7]([O-:9])=[O:8])=[C:5](Br)[N:4]([CH2:11][CH3:12])[N:3]=1.O.[CH2:14]([NH2:21])[C:15]1[CH:20]=[CH:19][CH:18]=[CH:17][CH:16]=1>>[CH2:14]([NH:21][C:5]1[N:4]([CH2:11][CH3:12])[N:3]=[C:2]([Br:1])[C:6]=1[N+:7]([O-:9])=[O:8])[C:15]1[CH:20]=[CH:19][CH:18]=[CH:17][CH:16]=1. Procedure: 6.3 g (21 mmoles) of 3,5-dibromo-1-ethyl-4-nitropyrazole are heated in 10 ml benzylamine for 1 hour at 80° C. The reaction mixture is then poured on 50 ml water and the separated oil is collected. The product is crystallized from the oil by adding 20 to 30 ml acetic acid ethyl ester. After recrystallizing from methanol once, 5.2 g (76 percent of theory) of 5-benzylamino-3-bromo-1-ethyl-4-nitropyrazole are obtained n the form of bright yellow needles with a melting point of 92° C. The reactants are C(C1=CC=CC=C1)ON1C(NCC1)=NC1=C(C=CC=C1Cl)Cl (1-benzyloxy-2-[(2,6-dichlorophenyl)imino]imidazolidine), S(O)(O)(=O)=O (sulfuric acid), [H][H] (hydrogen). The reagents and catalysts are [Pt]=O (platinum oxide). The solvent is C(C)(=O)O (acetic acid). The product is ClC1=C(C(=CC=C1)Cl)N=C1N(CCN1)O (2-[(2,6-dichlorophenyl)imino]-1-hydroxyimidazolidine). As a reaction SMILES: C([O:8][N:9]1[CH2:13][CH2:12][NH:11][C:10]1=[N:14][C:15]1[C:20]([Cl:21])=[CH:19][CH:18]=[CH:17][C:16]=1[Cl:22])C1C=CC=CC=1.S(=O)(=O)(O)O.[H][H]>[Pt]=O.C(O)(=O)C>[Cl:21][C:20]1[CH:19]=[CH:18][CH:17]=[C:16]([Cl:22])[C:15]=1[N:14]=[C:10]1[NH:11][CH2:12][CH2:13][N:9]1[OH:8]. Reported procedure: 8.4 g. of 1-benzyloxy-2-[(2,6-dichlorophenyl)imino]imidazolidine in 30 ml. of glacial acetic acid and 2.5 ml. of concentrated sulfuric acid are hydrogenated under normal pressure in the presence of 300 mg. of platinum oxide. After the uptake of hydrogen has ended, the catalyst is filtered off and the filtrate is evaporated. The residue is dissolved in water and the solution is rendered alkaline with sodium carbonate. The precipitate which has formed is filtered off, washed with a little water an... Starting materials: Br, COC(=O)N1CCC(c2cc(=O)[nH]o2)CC1Cc1ccc(F)cc1F. Yields the product O=c1cc(C2CCNC(Cc3ccc(F)cc3F)C2)o[nH]1. As a reaction SMILES: [BrH:26].[F:1][c:2]1[c:3]([CH2:4][CH:5]2[N:6]([C:17]([O:18][CH3:19])=[O:20])[CH2:7][CH2:8][CH:9]([c:11]3[cH:12][c:13](=[O:16])[nH:14][o:15]3)[CH2:10]2)[cH:21][cH:22][c:23]([F:25])[cH:24]1>>[F:1][c:2]1[c:3]([CH2:4][CH:5]2[NH:6][CH2:7][CH2:8][CH:9]([c:11]3[cH:12][c:13](=[O:16])[nH:14][o:15]3)[CH2:10]2)[cH:21][cH:22][c:23]([F:25])[cH:24]1. Product: CC(CNC(OC(C)(C)C)=O)(C)NCCCC#C (tert-butyl (2-methyl-2-((4-pentyn-1-yl)amino)propyl)carbamate). Solvent: C(C)(=O)OCC (ethyl acetate), C(Cl)Cl (methylene chloride), C(C)(=O)O (acetic acid). Reaction conditions: time 2 hour. Procedure details: To a solution of 4-pentynal (631 mg) synthesized according to the method described in U.S. Pat. No. 4,877,779 A1 and tert-butyl (2-amino-2-methylpropyl)carbamate (328 mg) in methylene chloride (10 mL), sodium triacetoxyborohydride (921 mg) and acetic acid (99 μL) were added at room temperature, and the mixture was stirred at the same temperature for 2 hours. To the reaction mixture, ethyl acetate and saturated aqueous sodium hydrogencarbonate were added. The organic layer was separated, washed w... Reactants: C(CCC#C)=O (4-pentynal), C(O)([O-])=O.[Na+] (sodium hydrogencarbonate), 4,877,779 A1, NC(CNC(OC(C)(C)C)=O)(C)C (tert-butyl (2-amino-2-methylpropyl)carbamate), C(C)(=O)O[BH-](OC(C)=O)OC(C)=O.[Na+] (sodium triacetoxyborohydride). RXN SMILES: [CH:1](=O)[CH2:2][CH2:3][C:4]#[CH:5].[NH2:7][C:8]([CH3:19])([CH3:18])[CH2:9][NH:10][C:11](=[O:17])[O:12][C:13]([CH3:16])([CH3:15])[CH3:14].C(O[BH-](OC(=O)C)OC(=O)C)(=O)C.[Na+].C(=O)([O-])O.[Na+]>C(Cl)Cl.C(OCC)(=O)C.C(O)(=O)C>[CH3:19][C:8]([NH:7][CH2:1][CH2:2][CH2:3][C:4]#[CH:5])([CH3:18])[CH2:9][NH:10][C:11](=[O:17])[O:12][C:13]([CH3:15])([CH3:14])[CH3:16] |f:2.3,4.5|.